Dataset: the Open Reaction Database (ORD), a public repository of structured organic reaction records. Task: describe an organic reaction: reactants, conditions, products, and yield The reactants are CC(C)([O-])C.[K+] (potassium tert. butoxide), IC (iodomethane), CC(C)([O-])C.[K+] (potassium tert. butoxide), C(C)(=O)N1C(C(C2=CC(=CC=C12)N(S(=O)(=O)C1=CC=CC=C1)C(C)=O)=C(C1=CC=CC=C1)OCC)=O (1-acetyl-3-(1-ethoxy-1-phenyl-methylidene)-5-(N-acetyl-N-phenylsulphonyl-amino)-2-indolinone), IC (iodomethane), O (water). Solvent: CS(=O)C (DMSO). Yields the product C(C)(=O)N1C(\C(\C2=CC(=CC=C12)N(S(=O)(=O)C1=CC=CC=C1)C)=C(\C1=CC=CC=C1)/OCC)=O ((Z)-1-acetyl-3-(1-ethoxy-1-phenyl-methylidene)-5-(N-methyl-N-phenylsulphonyl-amino)-2-indolinone). Reaction SMILES: [C:1]([N:4]1[C:12]2[C:7](=[CH:8][C:9]([N:13]([C:23](=O)C)[S:14]([C:17]3[CH:22]=[CH:21][CH:20]=[CH:19][CH:18]=3)(=[O:16])=[O:15])=[CH:10][CH:11]=2)[C:6](=[C:26]([O:33][CH2:34][CH3:35])[C:27]2[CH:32]=[CH:31][CH:30]=[CH:29][CH:28]=2)[C:5]1=[O:36])(=[O:3])[CH3:2].CC(C)([O-])C.[K+].IC.O>CS(C)=O>[C:1]([N:4]1[C:12]2[C:7](=[CH:8][C:9]([N:13]([CH3:23])[S:14]([C:17]3[CH:22]=[CH:21][CH:20]=[CH:19][CH:18]=3)(=[O:16])=[O:15])=[CH:10][CH:11]=2)/[C:6](=[C:26](/[O:33][CH2:34][CH3:35])\[C:27]2[CH:32]=[CH:31][CH:30]=[CH:29][CH:28]=2)/[C:5]1=[O:36])(=[O:3])[CH3:2] |f:1.2|. Procedure: 10 g (20 mmol) of 1-acetyl-3-(1-ethoxy-1-phenyl-methylidene)-5-(N-acetyl-N-phenylsulphonyl-amino)-2-indolinone (Example 1e) are dissolved in 150 ml of DMSO and combined with 2.2 g (20 mmol) of potassium tert. butoxide with stirring. After 15 minutes' stirring 1.9 ml (31 mmol) of iodomethane are added. The mixture is stirred for 3 hours at ambient temperature. Then another 2.2 g (20 mmol) of potassium tert. butoxide and 1 ml (16 mmol) of iodomethane are added. The mixture is stirred for 18 hours ... The reactants are COc1cc(C=O)ccc1-c1ccccc1C(F)(F)F, [O-][Cl+][O-], NS(=O)(=O)O, [Na+], C1CCOC1, O. Product: COc1cc(C(=O)O)ccc1-c1ccccc1C(F)(F)F. RXN SMILES: [CH3:1][O:2][c:3]1[c:4](-[c:11]2[c:12]([C:17]([F:18])([F:19])[F:20])[cH:13][cH:14][cH:15][cH:16]2)[cH:5][cH:6][c:7]([CH:9]=[O:10])[cH:8]1.[Cl+:26]([O-:27])[O-:28].[NH2:21][S:22]([OH:23])(=[O:24])=[O:25].[Na+:29].[O:30]1[CH2:31][CH2:32][CH2:33][CH2:34]1.[OH2:35]>>[CH3:1][O:2][c:3]1[c:4](-[c:11]2[c:12]([C:17]([F:18])([F:19])[F:20])[cH:13][cH:14][cH:15][cH:16]2)[cH:5][cH:6][c:7]([C:9](=[O:10])[OH:23])[cH:8]1.